Dataset: the Open Reaction Database (ORD), a public repository of structured organic reaction records. Task: describe an organic reaction: reactants, conditions, products, and yield The product is N(=[N+]=[N-])C1C(NC2=C(CC1)C=CC(=C2)OC)=O (3-azido-8-methoxy-2,3,4,5-tetrahydro-1H-[1]-benzazepin-2-one). Solvent: CS(=O)C (dimethylsulfoxide). Conditions: time 30 minute. Procedure details: A solution of 3-chloro-8-methoxy-2,3,4,5,-tetrahydro-1H-[1]-benzazepin-2-one (12.5 g) and sodium azide (4.3 g) in dimethylsulfoxide (150 ml) was maintained at 80° under an atmosphere of nitrogen for 3 hours. The reaction mixture was poured into ice/water (300 ml) and the suspension was stirred for 30 minutes. The solid was filtered off, washed with water (50 ml) and dried to give 3-azido-8-methoxy-2,3,4,5-tetrahydro-1H-[1]-benzazepin-2-one, m.p. 136°-138°. Reactants: ClC1C(NC2=C(CC1)C=CC(=C2)OC)=O (3-chloro-8-methoxy-2,3,4,5,-tetrahydro-1H-[1]-benzazepin-2-one), [N-]=[N+]=[N-].[Na+] (sodium azide), ice water. RXN SMILES: Cl[CH:2]1[CH2:8][CH2:7][C:6]2[CH:9]=[CH:10][C:11]([O:13][CH3:14])=[CH:12][C:5]=2[NH:4][C:3]1=[O:15].[N-:16]=[N+:17]=[N-:18].[Na+]>CS(C)=O>[N:16]([CH:2]1[CH2:8][CH2:7][C:6]2[CH:9]=[CH:10][C:11]([O:13][CH3:14])=[CH:12][C:5]=2[NH:4][C:3]1=[O:15])=[N+:17]=[N-:18] |f:1.2|. The reactants are ClC1=C(C=CC(=C1)Cl)C1=CC=2N(C(=N1)O)N=CN2 (7-(2,4-Dichlorophenyl)[1,2,4]triazolo[1,5-c]pyrimidin-5-ol), P(=O)(Cl)(Cl)Cl (phosphoryl chloride). Reagents/catalysts: [Cl-].C(C1=CC=CC=C1)[N+](CC)(CC)CC (benzyltriethylammonium chloride). Run at temperature 120 celsius, time 16 hour. Product: ClC1=NC(=CC=2N1N=CN2)C2=C(C=C(C=C2)Cl)Cl (5-Chloro-7-[2,4-dichlorophenyl][1,2,4]triazolo[1,5-c]pyrimidine). Reaction SMILES: [Cl:1][C:2]1[CH:7]=[C:6]([Cl:8])[CH:5]=[CH:4][C:3]=1[C:9]1[N:14]=[C:13](O)[N:12]2[N:16]=[CH:17][N:18]=[C:11]2[CH:10]=1.P(Cl)(Cl)([Cl:21])=O>[Cl-].C([N+](CC)(CC)CC)C1C=CC=CC=1>[Cl:21][C:13]1[N:12]2[N:16]=[CH:17][N:18]=[C:11]2[CH:10]=[C:9]([C:3]2[CH:4]=[CH:5][C:6]([Cl:8])=[CH:7][C:2]=2[Cl:1])[N:14]=1 |f:2.3|. Reported procedure: 2.07 g (7.4 mmol) of 7-[2,4-dichlorophenyl][1,2,4]triazolo[1,5-c]pyrimidin-5-ol (Example 137A) are introduced into phosphoryl chloride (20 ml), 5.0 g (22 mmol) of benzyltriethylammonium chloride are added, and the reaction mixture is stirred at 120° C. for 16 h. The reaction mixture is concentrated and cautiously poured onto ice, while stirring vigorously, and the mixture is stirred for 10 min. The solid is filtered off with suction. 1100 mg (50% of theory) of the product are obtained. The reactants are COCC1(OC(C(CC1=O)=O)(C)C)C (2-methoxymethyl-2,6,6-trimethylpyran-3,5-dione), N,N-dimethylaminopyridine, C(Cl)(Cl)Cl (chloroform), C1(=CC=CC=C1)C (toluene), C(C)(=O)[O-].C(C)(=O)[O-].C(C)(=O)[O-].ClC1=CC=C(C=C1)C1=CC(=C(C=C1)CC)[Pb+3] (4′-chloro-4-ethylbiphenyl-3-yllead triacetate). The solvent is ClCCl (dichloromethane), Cl (hydrochloric acid). Reaction conditions: temperature 80 celsius, time 5 minute. Product: ClC1=CC=C(C=C1)C1=CC(=C(C=C1)CC)C1C(C(OC(C1=O)(C)C)(C)COC)=O (4-(4′-chloro-4-ethylbiphenyl-3-yl)-2-methoxymethyl-2,6,6-trimethylpyran-3,5-dione). The yield is 23.9%. Reaction SMILES: [CH3:1][O:2][CH2:3][C:4]1([CH3:14])[C:9](=[O:10])[CH2:8][C:7](=[O:11])[C:6]([CH3:13])([CH3:12])[O:5]1.C(Cl)(Cl)Cl.C1(C)C=CC=CC=1.C([O-])(=O)C.C([O-])(=O)C.C([O-])(=O)C.[Cl:38][C:39]1[CH:44]=[CH:43][C:42]([C:45]2[CH:50]=[CH:49][C:48]([CH2:51][CH3:52])=[C:47]([Pb+3])[CH:46]=2)=[CH:41][CH:40]=1>ClCCl.Cl>[Cl:38][C:39]1[CH:40]=[CH:41][C:42]([C:45]2[CH:50]=[CH:49][C:48]([CH2:51][CH3:52])=[C:47]([CH:8]3[C:7](=[O:11])[C:6]([CH3:13])([CH3:12])[O:5][C:4]([CH2:3][O:2][CH3:1])([CH3:14])[C:9]3=[O:10])[CH:46]=2)=[CH:43][CH:44]=1 |f:3.4.5.6|. Reported procedure: To a mixture of 2-methoxymethyl-2,6,6-trimethylpyran-3,5-dione (0.141 g, 0.705 mmol) and N,N-dimethylaminopyridine (0.43 g, 3.52 mmol) in a mixed solvent system of anhydrous chloroform (7.5 ml) and anhydrous toluene (1.75 ml), is added 4′-chloro-4-ethylbiphenyl-3-yllead triacetate (0.465 g, 0.775 mmol) in one portion and the mixture heated at 80° C. for 2 hours. The mixture is allowed to cool to room temperature, diluted with dichloromethane and dilute aqueous hydrochloric acid, and stirred for ...